This data is from the Open Reaction Database (ORD), a public repository of structured organic reaction records. The task is: describe an organic reaction: reactants, conditions, products, and yield Reactants: C[O-], CO, BrCC1CCCCC1, [Na+], Sc1nc[nH]n1. Yields the product c1nc(SCC2CCCCC2)n[nH]1. RXN SMILES: [CH3:15][O-:16].[CH3:18][OH:19].[CH:1]1([CH2:7][Br:8])[CH2:2][CH2:3][CH2:4][CH2:5][CH2:6]1.[Na+:17].[nH:9]1[n:10][c:11]([SH:14])[n:12][cH:13]1>>[CH:1]1([CH2:7][S:14][c:11]2[n:10][nH:9][cH:13][n:12]2)[CH2:2][CH2:3][CH2:4][CH2:5][CH2:6]1. Yield: 57.7%. The product is C(\C=C\C(=O)O)(=O)O.C(CCC)NC(=O)C1=CC=2N(C3=CC=CC=C3SC2C=C1)C(CN(CC)CC)C (N-butyl-10-[(2RS)-1-diethylamino-2-propyl]-2-phenothiazinecarboxamide fumarate). Reactants: C(\C=C\C(=O)O)(=O)O (Fumaric acid), C(CCC)NC(=O)C1=CC=2N(C3=CC=CC=C3SC2C=C1)C(CN(CC)CC)C (N-butyl-10-[(2RS)-1-diethylamino-2-propyl]-2-phenothiazinecarboxamide). Procedure details: Fumaric acid (0.13 g) dissolved in 2-propanol (5 cc) under reflux is added to a solution of N-butyl-10-[(2RS)-1-diethylamino-2-propyl]-2-phenothiazinecarboxamide (0.46 g) in boiling 2-propanol (5 cc). Crystallization is primed by scratching, and the mixture is stirred for 5 hours at 25° C. The crystals are filtered off on sintered glass, washed with ice-cold 2-propanol (2×3 cc) and dried under reduced pressure (5 mm Hg; 0.7 kPa) to give N-butyl-10-[(2RS)-1-diethylamino-2-propyl]-2-phenothiazinec... Conditions: temperature 25 celsius, time 5 hour. Reaction SMILES: [C:1]([OH:8])(=[O:7])/[CH:2]=[CH:3]/[C:4]([OH:6])=[O:5].[CH2:9]([NH:13][C:14]([C:16]1[CH:29]=[CH:28][C:27]2[S:26][C:25]3[C:20](=[CH:21][CH:22]=[CH:23][CH:24]=3)[N:19]([CH:30]([CH3:37])[CH2:31][N:32]([CH2:35][CH3:36])[CH2:33][CH3:34])[C:18]=2[CH:17]=1)=[O:15])[CH2:10][CH2:11][CH3:12]>CC(O)C>[C:1]([OH:8])(=[O:7])/[CH:2]=[CH:3]/[C:4]([OH:6])=[O:5].[CH2:9]([NH:13][C:14]([C:16]1[CH:29]=[CH:28][C:27]2[S:26][C:25]3[C:20](=[CH:21][CH:22]=[CH:23][CH:24]=3)[N:19]([CH:30]([CH3:37])[CH2:31][N:32]([CH2:33][CH3:34])[CH2:35][CH3:36])[C:18]=2[CH:17]=1)=[O:15])[CH2:10][CH2:11][CH3:12] |f:3.4|. The solvent is CC(C)O (2-propanol), CC(C)O (2-propanol). Starting materials: C1CCNC1, CCOC(C)=O, CC#N, O=C(CCl)Nc1cccc(-c2cnc3ccccc3n2)c1, [K+], [K+], O=C([O-])[O-]. Product: O=C(CN1CCCC1)Nc1cccc(-c2cnc3ccccc3n2)c1. As a reaction SMILES: [CH2:22]1[CH2:23][CH2:24][NH:25][CH2:26]1.[CH3:33][CH2:34][O:35][C:36](=[O:37])[CH3:38].[CH3:39][C:40]#[N:41].[Cl:1][CH2:2][C:3](=[O:4])[NH:5][c:6]1[cH:7][c:8](-[c:12]2[n:13][c:14]3[cH:15][cH:16][cH:17][cH:18][c:19]3[n:20][cH:21]2)[cH:9][cH:10][cH:11]1.[K+:27].[K+:28].[O-:29][C:30]([O-:31])=[O:32]>>[CH2:2]([C:3](=[O:4])[NH:5][c:6]1[cH:7][c:8](-[c:12]2[n:13][c:14]3[cH:15][cH:16][cH:17][cH:18][c:19]3[n:20][cH:21]2)[cH:9][cH:10][cH:11]1)[N:25]1[CH2:24][CH2:23][CH2:22][CH2:26]1. The reactants are O[C@@H](CO)C=1C=CC(=NC1)NC(C)=O ((R)-N-(5-(1,2-dihydroxy-ethyl)-pyridin-2-yl)-acetamide), C1(=CC=C(C=C1)S(=O)(=O)Cl)C (p-toluenesulfonyl chloride). Run in N1=CC=CC=C1 (pyridine). Conditions: temperature 5 celsius, time 20 minute. Yields the product C(C)(=O)NC1=CC=C(C=N1)[C@H](COS(=O)(=O)C1=CC=C(C=C1)C)O ((R)-Toluene-4-sulfonic acid 2-(6-acetylamino-pyridin-3-yl)-2-hydroxy-ethyl ester). Isolated yield 80.6%. As a reaction SMILES: [OH:1][C@H:2]([C:5]1[CH:6]=[CH:7][C:8]([NH:11][C:12](=[O:14])[CH3:13])=[N:9][CH:10]=1)[CH2:3][OH:4].[C:15]1([CH3:25])[CH:20]=[CH:19][C:18]([S:21](Cl)(=[O:23])=[O:22])=[CH:17][CH:16]=1>N1C=CC=CC=1>[C:12]([NH:11][C:8]1[N:9]=[CH:10][C:5]([C@@H:2]([OH:1])[CH2:3][O:4][S:21]([C:18]2[CH:19]=[CH:20][C:15]([CH3:25])=[CH:16][CH:17]=2)(=[O:23])=[O:22])=[CH:6][CH:7]=1)(=[O:14])[CH3:13]. Procedure details: A slurry of (R)-N-(5-(1,2-dihydroxy-ethyl)-pyridin-2-yl)-acetamide (prepared as described in Preparation Three, 71.2 g, 362 mmol) in anhydrous pyridine (362 ml) was cooled to 5° C. and treated with p-toluenesulfonyl chloride (69.18 g, 362 mmol) in one portion. The reaction mixture was stirred at 5° C. for 20 minutes, then the cooling bath was removed and the mixture was stirred at ambient temperature for two hours. The mixture was then concentrated, dissolved in 30 ml of methanol, concentrated a...